From a dataset of the Open Reaction Database (ORD), a public repository of structured organic reaction records. describe an organic reaction: reactants, conditions, products, and yield Yields the product COC(=O)C1=C(C)NC(C)=C(C(=O)OC)C1c1cc(S(C)(=O)=O)ccc1OCCCCNCC(O)COc1ccccc1. Reaction SMILES: [CH3:44][OH:45].[NH2:1][CH2:2][CH2:3][CH2:4][CH2:5][O:6][c:7]1[c:8]([CH:17]2[C:18]([C:29](=[O:30])[O:31][CH3:32])=[C:19]([CH3:28])[NH:20][C:21]([CH3:27])=[C:22]2[C:23](=[O:24])[O:25][CH3:26])[cH:9][c:10]([S:13](=[O:14])(=[O:15])[CH3:16])[cH:11][cH:12]1.[c:33]1([O:39][CH2:40][CH:41]2[CH2:42][O:43]2)[cH:34][cH:35][cH:36][cH:37][cH:38]1>>[NH:1]([CH2:2][CH2:3][CH2:4][CH2:5][O:6][c:7]1[c:8]([CH:17]2[C:18]([C:29](=[O:30])[O:31][CH3:32])=[C:19]([CH3:28])[NH:20][C:21]([CH3:27])=[C:22]2[C:23](=[O:24])[O:25][CH3:26])[cH:9][c:10]([S:13](=[O:14])(=[O:15])[CH3:16])[cH:11][cH:12]1)[CH2:42][CH:41]([CH2:40][O:39][c:33]1[cH:34][cH:35][cH:36][cH:37][cH:38]1)[OH:43]. Starting materials: CO, COC(=O)C1=C(C)NC(C)=C(C(=O)OC)C1c1cc(S(C)(=O)=O)ccc1OCCCCN, c1ccc(OCC2CO2)cc1. Reactants: CN(C)CCOC1=CC=C(C=C1)/C(=C(/CCCl)\C2=CC=CC=C2)/C3=CC=CC=C3 (toremifene base), C(=O)O (formic acid). Yield: 78.0%. Solvent: C(C)OCC (diethyl ether). Yields the product CN(C)CCOC=1C=CC(=CC1)/C(=C(/CCCl)\C=2C=CC=CC2)/C=3C=CC=CC3.C(=O)[O-] (Toremifene Formate). Reported procedure: To a solution of toremifene base (1.00 g, 0.0025 moles) and refluxing diethyl ether (14 ml) was slowly added formic acid (100 μl, 0.0027 moles). The refluxing mixture was stirred for a while and cooled to room temperature. The mixture was stirred additional 30 min at room temperature. The salt was crystallised at −15° C. for 36 hours. After filtration the formate of toremifene was obtained (yield 78%) having melting point of 147° C. 1H-NMR (d6-DMSO) d 8.19 (s, 1H), 7.39 (t, 2H), 7.35-7.27 (m, 3H... As a reaction SMILES: [CH3:1][N:2]([CH2:4][CH2:5][O:6][C:7]1[CH:12]=[CH:11][C:10](/[C:13](/[C:24]2[CH:29]=[CH:28][CH:27]=[CH:26][CH:25]=2)=[C:14](\[C:18]2[CH:23]=[CH:22][CH:21]=[CH:20][CH:19]=2)/[CH2:15][CH2:16][Cl:17])=[CH:9][CH:8]=1)[CH3:3].[CH:30]([OH:32])=[O:31]>C(OCC)C>[CH3:1][N:2]([CH2:4][CH2:5][O:6][C:7]1[CH:8]=[CH:9][C:10](/[C:13](/[C:24]2[CH:29]=[CH:28][CH:27]=[CH:26][CH:25]=2)=[C:14](\[C:18]2[CH:19]=[CH:20][CH:21]=[CH:22][CH:23]=2)/[CH2:15][CH2:16][Cl:17])=[CH:11][CH:12]=1)[CH3:3].[CH:30]([O-:32])=[O:31] |f:3.4|. Starting materials: Brc1ccc(-c2ccc3ccccc3c2)cc1, [Li]CCCC, O=C1CCCN(Cc2ccccc2)C1, C1CCOC1. Yields the product OC1(c2ccc(-c3ccc4ccccc4c3)cc2)CCCN(Cc2ccccc2)C1. As a reaction SMILES: [Br:1][c:2]1[cH:3][cH:4][c:5](-[c:8]2[cH:9][c:10]3[cH:11][cH:12][cH:13][cH:14][c:15]3[cH:16][cH:17]2)[cH:6][cH:7]1.[CH2:18]([Li:19])[CH2:20][CH2:21][CH3:22].[CH2:23]([c:24]1[cH:25][cH:26][cH:27][cH:28][cH:29]1)[N:30]1[CH2:31][C:32](=[O:36])[CH2:33][CH2:34][CH2:35]1.[CH2:37]1[O:38][CH2:39][CH2:40][CH2:41]1>>[c:2]1([C:32]2([OH:36])[CH2:31][N:30]([CH2:23][c:24]3[cH:25][cH:26][cH:27][cH:28][cH:29]3)[CH2:35][CH2:34][CH2:33]2)[cH:3][cH:4][c:5](-[c:8]2[cH:9][c:10]3[cH:11][cH:12][cH:13][cH:14][c:15]3[cH:16][cH:17]2)[cH:6][cH:7]1. The reactants are ClCC(C)=O (chloroacetone), ice, C(#N)CC(=O)OCC (ethyl cyanoacetate), C[O-].[Na+] (NaOMe). The solvent is CO (MeOH). Reaction conditions: time 10 minute. The product is COC(C(CC(C)=O)C#N)=O (2-Cyano-4-oxopentanoic acid methyl ester). As a reaction SMILES: [C:1]([CH2:3][C:4]([O:6][CH2:7]C)=[O:5])#[N:2].C[O-].[Na+].Cl[CH2:13][C:14](=[O:16])[CH3:15]>CO>[CH3:7][O:6][C:4](=[O:5])[CH:3]([C:1]#[N:2])[CH2:13][C:14](=[O:16])[CH3:15] |f:1.2|. Procedure: To an ice-cooled (0° C.) solution of ethyl cyanoacetate (6.58 g, 58.1 mmol) in MeOH (20 mL) was slowly added a solution of NaOMe (25% w/v; 58.1 mmol). After 10 min, chloroacetone (5 mL; 62.8 mmol) was slowly added. After 4 h, the solvent was removed. The brown oil was diluted the EtOAc (100 mL) and washed with H2O (100 mL). The organic fraction was dried, filtered, and concentrated to a brown oil (7.79 g; 79%). The oil was a mixture of methyl/ethyl ester products (9/1), and was used without furt... The reactants are C1=CC=C2C(=C1)C(=O)C(C2=O)(O)O (ninhydrin), Cl.NNC(=O)N (semicarbazide hydrochloride). The product is N(NC(=O)N)=C1C(C2=CC=CC=C2C1=O)=O (2-semicarbazono-indan-1,3-dione). RXN SMILES: [CH:1]1[CH:6]=[C:5]2[C:7]([C:9](O)(O)[C:10](=[O:11])[C:4]2=[CH:3][CH:2]=1)=[O:8].Cl.[NH2:15][NH:16][C:17]([NH2:19])=[O:18]>>[N:15](=[C:9]1[C:10](=[O:11])[C:4]2[C:5](=[CH:6][CH:1]=[CH:2][CH:3]=2)[C:7]1=[O:8])[NH:16][C:17]([NH2:19])=[O:18] |f:1.2|. Procedure: ninhydrin, semicarbazide hydrochloride. Starting materials: N1CC(C(=O)OCC)CCC1 (ethyl nipecotate), N=1SN=C2C1C=CC=C2C=O (2,1,3-benzothiadiazol-4-aldehyde), NC1=NNC=C1 (3-aminopyrazole). The product is N=1SN=C2C1C=CC=C2C2C=1C(NC(=C2C#N)C2CCNCC2)=NNC1 (4-(2,1,3-Benzothiadiazol-4-yl)-5-cyano-4,7-dihydro-6-(piperidin-4-yl)-2H-pyrazolo[3,4-b]pyridine). As a reaction SMILES: [NH:1]1[CH2:11][CH2:10][CH2:9][CH:3](C(OCC)=O)[CH2:2]1.[N:12]1[S:13][N:14]=[C:15]2[C:20]([CH:21]=O)=[CH:19][CH:18]=[CH:17][C:16]=12.[NH2:23][C:24]1[CH:28]=[CH:27][NH:26][N:25]=1>>[N:12]1[S:13][N:14]=[C:15]2[C:20]([CH:21]3[C:3]([C:2]#[N:1])=[C:9]([CH:9]4[CH2:3][CH2:2][NH:1][CH2:11][CH2:10]4)[NH:23][C:24]4=[N:25][NH:26][CH:27]=[C:28]34)=[CH:19][CH:18]=[CH:17][C:16]=12. Procedure: The title compound was prepared from ethyl nipecotate, 2,1,3-benzothiadiazol-4-aldehyde and 3-aminopyrazole in the same manner as in Examples 1001 and 1002. Reactants: CC1=C(C=CC(=C1)C1=NOC(=N1)C)C1=CC=C(C=C1)C(=O)O (2'-methyl-4'-(5-methyl-1,2,4-oxadiazol-3-yl) biphenyl-4-carboxylic acid), N1(CCCCC1)CCOC=1C=C(N)C=CC1OC (3-(2-piperidin-1-ylethoxy)-4-methoxyaniline), solid. Yields the product N1(CCCCC1)CCOC=1C=C(C=CC1OC)NC(=O)C1=CC=C(C=C1)C1=C(C=C(C=C1)C1=NOC(=N1)C)C (N-[3-(2-Piperidin-1-ylethoxy)-4-methoxyphenyl]-2'-methyl-4'-(5-methyl-1,2,4-oxadiazol-3-yl)biphenyl-4-carboxamide). RXN SMILES: [CH3:1][C:2]1[CH:7]=[C:6]([C:8]2[N:12]=[C:11]([CH3:13])[O:10][N:9]=2)[CH:5]=[CH:4][C:3]=1[C:14]1[CH:19]=[CH:18][C:17]([C:20](O)=[O:21])=[CH:16][CH:15]=1.[N:23]1([CH2:29][CH2:30][O:31][C:32]2[CH:33]=[C:34]([CH:36]=[CH:37][C:38]=2[O:39][CH3:40])[NH2:35])[CH2:28][CH2:27][CH2:26][CH2:25][CH2:24]1>>[N:23]1([CH2:29][CH2:30][O:31][C:32]2[CH:33]=[C:34]([NH:35][C:20]([C:17]3[CH:16]=[CH:15][C:14]([C:3]4[CH:4]=[CH:5][C:6]([C:8]5[N:12]=[C:11]([CH3:13])[O:10][N:9]=5)=[CH:7][C:2]=4[CH3:1])=[CH:19][CH:18]=3)=[O:21])[CH:36]=[CH:37][C:38]=2[O:39][CH3:40])[CH2:28][CH2:27][CH2:26][CH2:25][CH2:24]1. Procedure: The title compound was prepared from 2'-methyl-4'-(5-methyl-1,2,4oxadiazol-3-yl)biphenyl-4-carboxylic acid (EP 0533268 A1) and 3-(2-piperidin-1-ylethoxy)-4-methoxyaniline (D12) using a similar procedure to Example 1, as a light brown solid (30%) mp 96°-99° C. Yields the product Cl.N1CC(C1)N1C(NC2=NC(=NC=C12)C1=NN(C2=NC=CC=C21)CC2=C(C=CC=C2)F)=O (7-(Azetidin-3-yl)-2-[1-(2-fluorobenzyl)-1H-pyrazolo[3,4-b]pyridin-3-yl]-7,9-dihydro-8H-purin-8-one hydrochloride). Run in O1CCOCC1 (dioxane), O1CCOCC1 (dioxane). Starting materials: FC1=C(CN2N=C(C=3C2=NC=CC3)C3=NC=C2N(C(NC2=N3)=O)C3CN(C3)C(=O)OC(C)(C)C)C=CC=C1 (tert-Butyl 3-{2-[1-(2-fluorobenzyl)-1H-pyrazolo[3,4-b]pyridin-3-yl]-8-oxo-8,9-dihydro-7H-purin-7-yl}azetidine-1-carboxylate), Cl (hydrogen chloride), solution. Run at time 0.5 hour. As a reaction SMILES: [F:1][C:2]1[CH:38]=[CH:37][CH:36]=[CH:35][C:3]=1[CH2:4][N:5]1[C:9]2=[N:10][CH:11]=[CH:12][CH:13]=[C:8]2[C:7]([C:14]2[N:22]=[C:21]3[C:17]([N:18]([CH:24]4[CH2:27][N:26](C(OC(C)(C)C)=O)[CH2:25]4)[C:19](=[O:23])[NH:20]3)=[CH:16][N:15]=2)=[N:6]1.[ClH:39]>O1CCOCC1>[ClH:39].[NH:26]1[CH2:25][CH:24]([N:18]2[C:17]3[C:21](=[N:22][C:14]([C:7]4[C:8]5[C:9](=[N:10][CH:11]=[CH:12][CH:13]=5)[N:5]([CH2:4][C:3]5[CH:35]=[CH:36][CH:37]=[CH:38][C:2]=5[F:1])[N:6]=4)=[N:15][CH:16]=3)[NH:20][C:19]2=[O:23])[CH2:27]1 |f:3.4|. Reported procedure: 579 mg (approx. 0.887 mmol, 79% purity) of the compound from example 98A were dissolved 10 ml of dioxane and then admixed with 4 ml of a 4N solution of hydrogen chloride in dioxane and stirred at RT for 0.5 h. This was followed by concentration to dryness. After purification by means of preparative HPLC (acetonitrile:water (+0.05% formic acid) gradient), this gave 168 mg (41% of theory) of the title compound.